From a dataset of the Open Reaction Database (ORD), a public repository of structured organic reaction records. describe an organic reaction: reactants, conditions, products, and yield Reactants: CC#N, ClCCCl, O=C(O)c1snc(-c2cccc(Cl)c2)c1C(=O)O. Yields the product O=C(O)c1csnc1-c1cccc(Cl)c1. As a reaction SMILES: [C:19](#[N:20])[CH3:21].[CH2:22]([Cl:23])[CH2:24][Cl:25].[Cl:1][c:2]1[cH:3][c:4](-[c:8]2[n:9][s:10][c:11]([C:16]([OH:17])=[O:18])[c:12]2[C:13](=[O:14])[OH:15])[cH:5][cH:6][cH:7]1>>[Cl:1][c:2]1[cH:3][c:4](-[c:8]2[n:9][s:10][cH:11][c:12]2[C:13](=[O:14])[OH:15])[cH:5][cH:6][cH:7]1. Reactants: polyphosphoric acid, ClC1=C(C=CC=C1)CCC(=O)O (3-(2-chlorophenyl)-propanoic acid). Run in O (water). Product: ClC1=C2CCC(C2=CC=C1)=O (4-chloro-2,3-dihydro-1H-inden-1-one). Yield: 36.6%. RXN SMILES: [Cl:1][C:2]1[CH:7]=[CH:6][CH:5]=[CH:4][C:3]=1[CH2:8][CH2:9][C:10]([OH:12])=O>O>[Cl:1][C:2]1[CH:7]=[CH:6][CH:5]=[C:4]2[C:3]=1[CH2:8][CH2:9][C:10]2=[O:12]. Procedure details: A mixture of 200 ml of polyphosphoric acid and 23.6 g (128 mmol) of 3-(2-chlorophenyl)-propanoic acid was heated on the steam bath for six hours. The mixture was allowed to cool, diluted with 500 ml of water, and the resulting solid collected. The solid was partitioned between ether and saturated sodium bicarbonate, the ether layer was separated, dried (MgSO4), and concentrated to a solid. The solid was crystallized from ether/hexane to give 7.8 g (37%) of 4-chloro-2,3-dihydro-1H-inden-1-one; mp...